Dataset: the Open Reaction Database (ORD), a public repository of structured organic reaction records. Task: describe an organic reaction: reactants, conditions, products, and yield Reactants: Cl (HCl), O1CCOCC1 (dioxane), C(C)(C)(C)OC(=O)N1[C@@H](C[C@@H](C1)CNC(C1=CC(=CC=C1)C1=NN=NN1)=O)C(=O)N1CSCC1 ((2S, 4R)-4-{[3-(1H-Tetrazol-5-yl)-benzoylamino]-methyl}-2-(thiazolidine-3-carbonyl)-pyrrolidine-1-carboxylic acid tert-butyl ester). The solvent is CO (methanol). Reaction conditions: time 12 hour. Product: N1N=NN=C1C=1C=C(C(=O)NC[C@@H]2CN[C@@H](C2)C(=O)N2CSCC2)C=CC1 ((3S, 5S)-3-(1H-Tetrazol-5-yl)-N-[5-(thiazolidine-3-carbonyl)-pyrrolidin-3-ylmethyl]-benzamide). RXN SMILES: C(OC([N:8]1[CH2:12][C@@H:11]([CH2:13][NH:14][C:15](=[O:27])[C:16]2[CH:21]=[CH:20][CH:19]=[C:18]([C:22]3[NH:26][N:25]=[N:24][N:23]=3)[CH:17]=2)[CH2:10][C@H:9]1[C:28]([N:30]1[CH2:34][CH2:33][S:32][CH2:31]1)=[O:29])=O)(C)(C)C.Cl.O1CCOCC1>CO>[NH:26]1[C:22]([C:18]2[CH:17]=[C:16]([CH:21]=[CH:20][CH:19]=2)[C:15]([NH:14][CH2:13][C@H:11]2[CH2:10][C@@H:9]([C:28]([N:30]3[CH2:34][CH2:33][S:32][CH2:31]3)=[O:29])[NH:8][CH2:12]2)=[O:27])=[N:23][N:24]=[N:25]1. Procedure details: To a solution of Example 30B (292.8 mg, 0.6 mmol) dissolved in methanol (10 mL) was added a solution of 4N HCl in dioxane (1.5 mL, 4 M, 6 mmol) via syringe at room temperature. The mixture was allowed to stir for 12 hours at room temperature, concentrated under reduced pressure to provide the titled compound. MS (ESI) m/e 388 (M+H)+, 386 (M−H)−; 1H NMR (500 MHz, CD3OD) δ ppm 1.97 (m, 1H) 2.86 (m, 2H) 3.16 (m, 2H) 3.39 (m, 1H) 3.61 (s, 2H) 3.69 (m, 1H) 3.76 (s, 2H) 3.97 (m, 1H) 4.53 (m, 2H) 7.69 ... Starting materials: [N+](=O)([O-])C=1C=CC2=C(NC(O2)=S)C1 (5-nitrobenzo[d]oxazole-2(3H)-thione), P(Cl)(Cl)(Cl)(Cl)Cl (phosphorous pentachloride). Run in P(=O)(Cl)(Cl)Cl (phosphorous oxychloride). Conditions: temperature 100 celsius. Yields the product ClC=1OC2=C(N1)C=C(C=C2)[N+](=O)[O-] (2-Chloro-5-nitrobenzo[d]oxazole). RXN SMILES: [N+:1]([C:4]1[CH:5]=[CH:6][C:7]2[O:11][C:10](=S)[NH:9][C:8]=2[CH:13]=1)([O-:3])=[O:2].P(Cl)(Cl)(Cl)(Cl)[Cl:15]>P(Cl)(Cl)(Cl)=O>[Cl:15][C:10]1[O:11][C:7]2[CH:6]=[CH:5][C:4]([N+:1]([O-:3])=[O:2])=[CH:13][C:8]=2[N:9]=1. Procedure details: To a solution of 5-nitrobenzo[d]oxazole-2(3H)-thione (2.52 g, 12.86 mmol) in phosphorous oxychloride (21 mL) was added phosphorous pentachloride (2.68 g, 12.86 mmol) in one portion. The mixture was then heated to 100° C. for 2.5 h. After cooling, the excess of phosphorous oxychloride was removed in vacuo and the resulting mixture was used crude without characterisation. Starting materials: COC(C1=C(C=C(C(=C1)S(=O)(=O)Cl)OC)OCC)=O (5-chlorosulfonyl-2-ethoxy-4-methoxy-benzoic acid methyl ester), N1CCCC1 (pyrrolidine). Product: COC(C1=C(C=C(C(=C1)S(=O)(=O)N1CCCC1)OC)OCC)=O (2-Ethoxy-4-methoxy-5-(pyrrolidine-1-sulfonyl)benzoic acid methyl ester). RXN SMILES: [CH3:1][O:2][C:3](=[O:19])[C:4]1[CH:9]=[C:8]([S:10](Cl)(=[O:12])=[O:11])[C:7]([O:14][CH3:15])=[CH:6][C:5]=1[O:16][CH2:17][CH3:18].[NH:20]1[CH2:24][CH2:23][CH2:22][CH2:21]1>>[CH3:1][O:2][C:3](=[O:19])[C:4]1[CH:9]=[C:8]([S:10]([N:20]2[CH2:24][CH2:23][CH2:22][CH2:21]2)(=[O:12])=[O:11])[C:7]([O:14][CH3:15])=[CH:6][C:5]=1[O:16][CH2:17][CH3:18]. Procedure: In a manner analogous to the method described in example 33, 5-chlorosulfonyl-2-ethoxy-4-methoxy-benzoic acid methyl ester was reacted with pyrrolidine to give the title compound. Reactants: COC(=O)C1CC(N(C)C(C)C)CCC1N1CCC(NC(=O)OCc2ccccc2)C1=O, CO. The product is COC(=O)C1CC(N(C)C(C)C)CCC1N1CCC(N)C1=O. As a reaction SMILES: [CH2:1]([O:2][C:3](=[O:4])[NH:11][CH:12]1[C:13](=[O:32])[N:14]([CH:17]2[CH:18]([C:28](=[O:29])[O:30][CH3:31])[CH2:19][CH:20]([N:23]([CH3:24])[CH:25]([CH3:26])[CH3:27])[CH2:21][CH2:22]2)[CH2:15][CH2:16]1)[c:5]1[cH:6][cH:7][cH:8][cH:9][cH:10]1.[CH3:33][OH:34]>>[NH2:11][CH:12]1[C:13](=[O:32])[N:14]([CH:17]2[CH:18]([C:28](=[O:29])[O:30][CH3:31])[CH2:19][CH:20]([N:23]([CH3:24])[CH:25]([CH3:26])[CH3:27])[CH2:21][CH2:22]2)[CH2:15][CH2:16]1. The reactants are aqueous solution, [OH-].[Na+] (sodium hydroxide), ClC=1C=C(C=2CCN(C(C2C1)=O)C(CCC)CCC)C(=O)OC (methyl 7-chloro-1-oxo-2-(1-propylbutyl)-1,2,3,4-tetrahydroisoquinoline-5-carboxylate), O1CCOCC1 (dioxane). Yields the product CC=1C=C(C=2CCN(C(C2C1)=O)C(CCC)CCC)C(=O)O (7-methyl-1-oxo-2-(1-propylbutyl)-1,2,3,4-tetrahydroisoquinoline-5-carboxylic acid). RXN SMILES: Cl[C:2]1[CH:3]=[C:4]([C:20]([O:22]C)=[O:21])[C:5]2[CH2:6][CH2:7][N:8]([CH:13]([CH2:17][CH2:18][CH3:19])[CH2:14][CH2:15][CH3:16])[C:9](=[O:12])[C:10]=2[CH:11]=1.[OH-].[Na+].O1CCOC[CH2:27]1>>[CH3:27][C:2]1[CH:3]=[C:4]([C:20]([OH:22])=[O:21])[C:5]2[CH2:6][CH2:7][N:8]([CH:13]([CH2:17][CH2:18][CH3:19])[CH2:14][CH2:15][CH3:16])[C:9](=[O:12])[C:10]=2[CH:11]=1 |f:1.2|. Procedure: 33 mg of methyl 7-chloro-1-oxo-2-(1-propylbutyl)-1,2,3,4-tetrahydroisoquinoline-5-carboxylate are dissolved in 6 cm3 of dioxane at a temperature close to 20° C. 1.8 cm3 of a 1N aqueous solution of sodium hydroxide are added, then the reaction mixture is heated at a temperature close to 60° C. for 1 h. The mixture is then concentrated to dryness under reduced pressure (5 kPa), taken up by 10 cm3 of ethyl ether and 10 cm3 of water. The aqueous phase is decanted, acidified with 1 cm3 of a 2N aqueou... Starting materials: N1=CN=C2N=CNC2=C1N (adenine), P(=O)([O-])([O-])[O-].[K+].[K+].[K+] (potassium phosphate), 250, [C@@H]1([C@H](O)[C@H](O)[C@H](O1)CO)N1C(=O)NC(=O)C=C1 (1-β-D-ribofuranosyluracil), N1=CN=C2N=CNC2=C1N (adenine), [C@@H]1([C@H](O)[C@H](O)[C@H](O1)CO)N1C2=NC=NC(=C2N=C1)N (9-β-D-ribofuranosyladenine). Solvent: solution. Reaction conditions: time 1.5 hour. The product is C1=NC(=C2C(=N1)N(C=N2)[C@H]3[C@H]([C@@H]([C@H](O3)CO)O)O)N (Ara-A), C1([C@H](O)[C@H](O)[C@H](O1)CO)C1=NC(=C2NC=NC2=N1)N (D-ribofuranosyladenine). RXN SMILES: [C@@H:1]1(N2C=CC(=O)NC2=O)[O:7][C@H:6]([CH2:8][OH:9])[C@@H:4]([OH:5])[C@H:2]1[OH:3].[N:18]1[C:26]([NH2:27])=[C:25]2[C:21]([N:22]=[CH:23][NH:24]2)=[N:20][CH:19]=1.P([O-])([O-])([O-])=O.[K+].[K+].[K+].[C@@H:36]1([N:45]2[CH:53]=[N:52][C:51]3[C:46]2=[N:47][CH:48]=[N:49][C:50]=3[NH2:54])[O:42][C@H:41]([CH2:43][OH:44])[C@@H:39]([OH:40])[C@H:37]1[OH:38]>>[CH:48]1[N:47]=[C:46]2[N:45]([C@@H:36]3[O:42][C@H:41]([CH2:43][OH:44])[C@@H:39]([OH:40])[C@@H:37]3[OH:38])[CH:53]=[N:52][C:51]2=[C:50]([NH2:54])[N:49]=1.[CH:1]1([C:19]2[N:20]=[C:21]3[C:25]([NH:24][CH:23]=[N:22]3)=[C:26]([NH2:27])[N:18]=2)[O:7][C@H:6]([CH2:8][OH:9])[C@@H:4]([OH:5])[C@H:2]1[OH:3] |f:2.3.4.5|. Reported procedure: For the determination of transglycosylation catalytic activity the mixture of cell lysates containing both UPase and PNPase were prepared by mixing the lysates so as to have UPase:PNPase enzymatic-activity ratio of about 1:1, determined as in Examples 6 and 7. Transglycosylation reaction was carried out at analytical scale in the following conditions: 250 μl of cell lysates (equivalent to 14 units of each UPase and PNPase enzymatic activities) was added to 10 ml of a solution having the followin... Starting materials: [Br-], C[Mg+], CCOCC, O=C1CCOc2cc(F)cc(F)c21, O. Product: CC1(O)CCOc2cc(F)cc(F)c21. Reaction SMILES: [Br-:14].[CH3:15][Mg+:16].[CH3:18][CH2:19][O:20][CH2:21][CH3:22].[F:1][c:2]1[c:3]2[c:8]([cH:9][c:10]([F:12])[cH:11]1)[O:7][CH2:6][CH2:5][C:4]2=[O:13].[OH2:17]>>[F:1][c:2]1[c:3]2[c:8]([cH:9][c:10]([F:12])[cH:11]1)[O:7][CH2:6][CH2:5][C:4]2([OH:13])[CH3:15].